From a dataset of the Open Reaction Database (ORD), a public repository of structured organic reaction records. describe an organic reaction: reactants, conditions, products, and yield The reactants are I.[C@H]1(CCC2=CC=CC=C12)NC1=NC2=CC=C(C=C2C=C1)NC(SC)=N (1-[2-((R)-indan-1-ylamino)-quinolin-6-yl]-2-methyl-isothiourea hydroiodide), CN1CCC(CC1)N (1-methylpiperidine-4-amine). The product is [C@H]1(CCC2=CC=CC=C12)NC1=NC2=CC=C(C=C2C=C1)NC(=N)NC1CCN(CC1)C (N-[2-((R)-Indan-1-ylamino)-quinolin-6-yl]-N′-(1-methyl-piperidin-4-yl)-guanidine). RXN SMILES: I.[C@H:2]1([NH:11][C:12]2[CH:21]=[CH:20][C:19]3[C:14](=[CH:15][CH:16]=[C:17]([NH:22][C:23](=[NH:26])SC)[CH:18]=3)[N:13]=2)[C:10]2[C:5](=[CH:6][CH:7]=[CH:8][CH:9]=2)[CH2:4][CH2:3]1.[CH3:27][N:28]1[CH2:33][CH2:32][CH:31]([NH2:34])[CH2:30][CH2:29]1>>[C@H:2]1([NH:11][C:12]2[CH:21]=[CH:20][C:19]3[C:14](=[CH:15][CH:16]=[C:17]([NH:22][C:23]([NH:34][CH:31]4[CH2:32][CH2:33][N:28]([CH3:27])[CH2:29][CH2:30]4)=[NH:26])[CH:18]=3)[N:13]=2)[C:10]2[C:5](=[CH:6][CH:7]=[CH:8][CH:9]=2)[CH2:4][CH2:3]1 |f:0.1|. Reported procedure: The title compound was prepared in accordance with the general method 16 described in example 151 from 1-[2-((R)-indan-1-ylamino)-quinolin-6-yl]-2-methyl-isothiourea hydroiodide and 1-methylpiperidine-4-amine; MS: m/e=415.3 (M+H+). Reactants: CCN(C(C)C)C(C)C, COC(=O)CS(=O)(=O)Cl, ClCCl, O=C1CNCCN1Cc1ccc(-n2ccnc2)cc1. Product: COC(=O)CS(=O)(=O)N1CCN(Cc2ccc(-n3ccnc3)cc2)C(=O)C1. Reaction SMILES: [CH:20]([N:21]([CH:22]([CH3:23])[CH3:24])[CH2:25][CH3:26])([CH3:27])[CH3:28].[Cl:29][S:30](=[O:31])(=[O:32])[CH2:33][C:34](=[O:35])[O:36][CH3:37].[Cl:38][CH2:39][Cl:40].[n:1]1(-[c:6]2[cH:7][cH:8][c:9]([CH2:10][N:11]3[C:12](=[O:17])[CH2:13][NH:14][CH2:15][CH2:16]3)[cH:18][cH:19]2)[cH:2][n:3][cH:4][cH:5]1>>[n:1]1(-[c:6]2[cH:7][cH:8][c:9]([CH2:10][N:11]3[C:12](=[O:17])[CH2:13][N:14]([S:30](=[O:31])(=[O:32])[CH2:33][C:34](=[O:35])[O:36][CH3:37])[CH2:15][CH2:16]3)[cH:18][cH:19]2)[cH:2][n:3][cH:4][cH:5]1. Reaction conditions: time 6 hour. Solvent: C(C)O (ethanol). Reactants: ClC1=NC(=NC=C1C(=O)OCC)C(F)(F)F (ethyl 4-chloro-2-(trifluoromethyl)pyrimidine-5-carboxylate), C(C)(C)N(CC)C(C)C (diisopropylethylamine). The product is FC(C1=NC=C(C=N1)C(=O)OCC)(F)F (Ethyl 2-(trifluoromethyl)pyrimidine-5-carboxylate). RXN SMILES: Cl[C:2]1[C:7]([C:8]([O:10][CH2:11][CH3:12])=[O:9])=[CH:6][N:5]=[C:4]([C:13]([F:16])([F:15])[F:14])[N:3]=1.C(N(C(C)C)CC)(C)C>C(O)C.[Pd]>[F:16][C:13]([F:14])([F:15])[C:4]1[N:3]=[CH:2][C:7]([C:8]([O:10][CH2:11][CH3:12])=[O:9])=[CH:6][N:5]=1. Yield: 97.7%. Procedure details: To a solution of ethyl 4-chloro-2-(trifluoromethyl)pyrimidine-5-carboxylate (30.2 g, 119.0 mmol) in ethanol (594 mL) under nitrogen were added palladium (10% on carbon, 50% water wet; 2.58 g, 1.21 mmol) and diisopropylethylamine (50.0 mL, 286.0 mmol). The mixture stirred under hydrogen (1 atm). After 6 h, the mixture was filtered with Celite. The filtrate was concentrated and ethyl acetate was added. The mixture was washed with sat. NaHCO3 (2×), brine, dried over Na2SO4, filtered and concentrate... The reagents and catalysts are [Pd] (palladium). Reaction SMILES: [C:1]([O:2][C:3](=[O:4])[NH:7][c:8]1[c:9]([NH:24][C:25]([CH2:26][C:27](=[O:5])[c:29]2[cH:30][c:31](-[c:35]3[cH:36][n:37][c:38]([CH2:41][CH3:42])[cH:39][cH:40]3)[cH:32][cH:33][cH:34]2)=[O:43])[cH:10][c:11]([C:20]([F:21])([F:22])[F:23])[c:12]([O:14][CH2:15][C:16]([F:17])([F:18])[F:19])[cH:13]1)([CH3:6])([CH3:28])[CH3:44].[Cl:52][CH2:53][Cl:54].[F:45][C:46]([F:47])([F:48])[C:49]([OH:50])=[O:51]>>[N:7]1=[C:27]([c:29]2[cH:30][c:31](-[c:35]3[cH:36][n:37][c:38]([CH2:41][CH3:42])[cH:39][cH:40]3)[cH:32][cH:33][cH:34]2)[CH2:26][C:25](=[O:43])[NH:24][c:9]2[c:8]1[cH:13][c:12]([O:14][CH2:15][C:16]([F:17])([F:18])[F:19])[c:11]([C:20]([F:21])([F:22])[F:23])[cH:10]2. Starting materials: CCc1ccc(-c2cccc(C(=O)CC(=O)Nc3cc(C(F)(F)F)c(OCC(F)(F)F)cc3NC(=O)OC(C)(C)C)c2)cn1, ClCCl, O=C(O)C(F)(F)F. The product is CCc1ccc(-c2cccc(C3=Nc4cc(OCC(F)(F)F)c(C(F)(F)F)cc4NC(=O)C3)c2)cn1. The reactants are CCOC(C)=O, COc1cc(OC)c(C(=O)Cl)cc1OC, CCOC(C)=O, [Na+], [Na+], O=C([O-])[O-], O, OCCC1(c2ccccc2)CCNC1. The product is COc1cc(OC)c(C(=O)N2CCC(CCO)(c3ccccc3)C2)cc1OC. As a reaction SMILES: [C:37]([O:38][CH2:39][CH3:40])(=[O:41])[CH3:42].[CH3:21][O:22][c:23]1[c:24]([C:25](=[O:26])[Cl:27])[cH:28][c:29]([O:34][CH3:35])[c:30]([O:32][CH3:33])[cH:31]1.[CH3:43][CH2:44][O:45][C:46](=[O:47])[CH3:48].[Na+:15].[Na+:16].[O-:17][C:18](=[O:19])[O-:20].[OH2:36].[c:1]1([C:7]2([CH2:12][CH2:13][OH:14])[CH2:8][NH:9][CH2:10][CH2:11]2)[cH:2][cH:3][cH:4][cH:5][cH:6]1>>[c:1]1([C:7]2([CH2:12][CH2:13][OH:14])[CH2:8][N:9]([C:25]([c:24]3[c:23]([O:22][CH3:21])[cH:31][c:30]([O:32][CH3:33])[c:29]([O:34][CH3:35])[cH:28]3)=[O:26])[CH2:10][CH2:11]2)[cH:2][cH:3][cH:4][cH:5][cH:6]1.